From a dataset of the Open Reaction Database (ORD), a public repository of structured organic reaction records. describe an organic reaction: reactants, conditions, products, and yield Product: SC1=NC2=C(N1)C=C1C(C(C(C1=C2)(C)C)=O)(C)C (5,7-dihydro-2-mercapto-5,5,7,7-tetramethylindeno(5,6-d)-imidazol-6(1H)-one). Run at temperature 20 celsius, time 1 hour. The yield is 78.8%. Reported procedure: 20 ml of water and 17.0 g of purified potassium ethylxanthate were added to 20.0 g of 5,6-diamino-1,1,3,3-tetramethyl-2-indanone, dissolved in 200 ml of alcohol, in a 750 ml sulfonation flask equipped with stirrer, thermometer, reflux condenser. The mixture was left to boil at reflux overnight, then diluted with 200 ml of water, neutralized with 20 ml of glacial acetic and stirred at 60°-70° C. for an additional 1 hour. After cooling to 20° C., the crystals were removed by filtration under sucti... Starting materials: C(C)OC(=S)[S-].[K+] (potassium ethylxanthate), NC=1C=C2C(C(C(C2=CC1N)(C)C)=O)(C)C (5,6-diamino-1,1,3,3-tetramethyl-2-indanone), CC(=O)OCC1=C2C=CC=CC2=C(C3=CC=CC=C31)COC(=O)C (acetic). RXN SMILES: C(O[C:4]([S-])=[S:5])C.[K+].[NH2:8][C:9]1[CH:10]=[C:11]2[C:15](=[CH:16][C:17]=1[NH2:18])[C:14]([CH3:20])([CH3:19])[C:13](=[O:21])[C:12]2([CH3:23])[CH3:22].CC(OCC1C2C(=CC=CC=2)C(COC(C)=O)=C2C=1C=CC=C2)=O>O>[SH:5][C:4]1[NH:18][C:17]2[CH:16]=[C:15]3[C:11](=[CH:10][C:9]=2[N:8]=1)[C:12]([CH3:23])([CH3:22])[C:13](=[O:21])[C:14]3([CH3:19])[CH3:20] |f:0.1|. The solvent is alcohol, O (water), O (water). Reactants: CCCc1c(O)c(Br)cc(C(C)=O)c1O, O=C([O-])[O-], CCCc1c(OCC(=O)OC)ccc(C(C)=O)c1OCCCBr, CC(C)=O, [K+], [K+]. The product is CCCc1c(O)c(C(C)=O)cc(Br)c1OCCCOc1c(C(C)=O)ccc(OCC(=O)OC)c1CCC. As a reaction SMILES: [Br:1][c:2]1[c:3]([OH:15])[c:4]([CH2:12][CH2:13][CH3:14])[c:5]([OH:11])[c:6]([C:8]([CH3:9])=[O:10])[cH:7]1.[C:39](=[O:40])([O-:41])[O-:42].[CH3:16][O:17][C:18]([CH2:19][O:20][c:21]1[c:22]([CH2:35][CH2:36][CH3:37])[c:23]([O:30][CH2:31][CH2:32][CH2:33][Br:34])[c:24]([C:27]([CH3:28])=[O:29])[cH:25][cH:26]1)=[O:38].[CH3:45][C:46](=[O:47])[CH3:48].[K+:43].[K+:44]>>[Br:1][c:2]1[c:3]([O:15][CH2:33][CH2:32][CH2:31][O:30][c:23]2[c:22]([CH2:35][CH2:36][CH3:37])[c:21]([O:20][CH2:19][C:18]([O:17][CH3:16])=[O:38])[cH:26][cH:25][c:24]2[C:27]([CH3:28])=[O:29])[c:4]([CH2:12][CH2:13][CH3:14])[c:5]([OH:11])[c:6]([C:8]([CH3:9])=[O:10])[cH:7]1. The reactants are CN1CCNCC1 (N-methylpiperazine), CCN=C=NCCCN(C)C (EDCI), C1=CC=C2C(=C1)N=NN2O.O (HOBT monohydrate), N1C=CC2=CC(=CC=C12)C(=O)O (Indole-5-carboxylic acid). The solvent is CN(C)C=O (DMF), O (water). Reaction conditions: time 10 minute. Yields the product CN1CCN(CC1)C(=O)C=1C=C2C=CNC2=CC1 (5-(4-methylpiperazin-1-ylcarbonyl)indole). Isolated yield 94.0%. Reaction SMILES: [NH:1]1[C:9]2[C:4](=[CH:5][C:6]([C:10]([OH:12])=O)=[CH:7][CH:8]=2)[CH:3]=[CH:2]1.CCN=C=NCCCN(C)C.C1C=C2N=NN(O)C2=CC=1.O.[CH3:35][N:36]1[CH2:41][CH2:40][NH:39][CH2:38][CH2:37]1>CN(C=O)C.O>[CH3:35][N:36]1[CH2:41][CH2:40][N:39]([C:10]([C:6]2[CH:5]=[C:4]3[C:9](=[CH:8][CH:7]=2)[NH:1][CH:2]=[CH:3]3)=[O:12])[CH2:38][CH2:37]1 |f:2.3|. Procedure: Indole-5-carboxylic acid (4.09 g, 25.4 mmol) was dissolved in DMF (200 mL), and the solution was added with EDCI (9.74 g, 50.8 mmol) and HOBT monohydrate (1.95 g, 12.7 mmol) under ice-cooling, followed by stirring at the same temperature for 10 minutes. Then, the reaction mixture was added with N-methylpiperazine (8.45 mL, 76.2 mmol), followed by stirring at room temperature for 3.7 hours. The reaction mixture was added with water and extracted with ethyl acetate and chloroform. The organic laye... Starting materials: C1CCOC1, CCCCC(CCc1nnc(-c2ccc(C(=O)OC)cc2)o1)c1ccccc1, [Li+], [OH-], O. The product is CCCCC(CCc1nnc(-c2ccc(C(=O)O)cc2)o1)c1ccccc1. As a reaction SMILES: [CH2:32]1[O:33][CH2:34][CH2:35][CH2:36]1.[CH3:1][O:2][C:3]([c:4]1[cH:5][cH:6][c:7](-[c:10]2[o:11][c:12]([CH2:15][CH2:16][CH:17]([CH2:18][CH2:19][CH2:20][CH3:21])[c:22]3[cH:23][cH:24][cH:25][cH:26][cH:27]3)[n:13][n:14]2)[cH:8][cH:9]1)=[O:28].[Li+:29].[OH-:30].[OH2:31]>>[O:2]=[C:3]([c:4]1[cH:5][cH:6][c:7](-[c:10]2[o:11][c:12]([CH2:15][CH2:16][CH:17]([CH2:18][CH2:19][CH2:20][CH3:21])[c:22]3[cH:23][cH:24][cH:25][cH:26][cH:27]3)[n:13][n:14]2)[cH:8][cH:9]1)[OH:28]. The reactants are O=C(NCCOCCOCCOCCOCCOCCOCCOCCOCCOCCOCCOCCOCCC(=O)OC(C)(C)C)CCCC(NC=1C=NC(=CC1)C=1N=NC(=NN1)C1=NC=CC=C1)=O (Tert-butyl 41,45-dioxo-45-((6-(6-(pyridin-2-yl)-1,2,4,5-tetrazin-3-yl)pyridin-3-yl)amino)-4,7,10,13,16,19,22,25,28,31,34,37-dodecaoxa-40-azapentatetracontan-1-oate), C(=O)(C(F)(F)F)O (TFA). The solvent is C(Cl)Cl (DCM). Run at time 2 hour. Yields the product O=C(NCCOCCOCCOCCOCCOCCOCCOCCOCCOCCOCCOCCOCCC(=O)O)CCCC(NC=1C=NC(=CC1)C=1N=NC(=NN1)C1=NC=CC=C1)=O (41,45-dioxo-45-((6-(6-(pyridin-2-yl)-1,2,4,5-tetrazin-3-yl)pyridin-3-yl)amino)-4,7,10,13,16,19,22,25,28,31,34,37-dodecaoxa-40-azapentatetracontan-1-oic acid). RXN SMILES: [O:1]=[C:2]([CH2:49][CH2:50][CH2:51][C:52](=[O:72])[NH:53][C:54]1[CH:55]=[N:56][C:57]([C:60]2[N:61]=[N:62][C:63]([C:66]3[CH:71]=[CH:70][CH:69]=[CH:68][N:67]=3)=[N:64][N:65]=2)=[CH:58][CH:59]=1)[NH:3][CH2:4][CH2:5][O:6][CH2:7][CH2:8][O:9][CH2:10][CH2:11][O:12][CH2:13][CH2:14][O:15][CH2:16][CH2:17][O:18][CH2:19][CH2:20][O:21][CH2:22][CH2:23][O:24][CH2:25][CH2:26][O:27][CH2:28][CH2:29][O:30][CH2:31][CH2:32][O:33][CH2:34][CH2:35][O:36][CH2:37][CH2:38][O:39][CH2:40][CH2:41][C:42]([O:44]C(C)(C)C)=[O:43].C(O)(C(F)(F)F)=O>C(Cl)Cl>[O:1]=[C:2]([CH2:49][CH2:50][CH2:51][C:52](=[O:72])[NH:53][C:54]1[CH:55]=[N:56][C:57]([C:60]2[N:61]=[N:62][C:63]([C:66]3[CH:71]=[CH:70][CH:69]=[CH:68][N:67]=3)=[N:64][N:65]=2)=[CH:58][CH:59]=1)[NH:3][CH2:4][CH2:5][O:6][CH2:7][CH2:8][O:9][CH2:10][CH2:11][O:12][CH2:13][CH2:14][O:15][CH2:16][CH2:17][O:18][CH2:19][CH2:20][O:21][CH2:22][CH2:23][O:24][CH2:25][CH2:26][O:27][CH2:28][CH2:29][O:30][CH2:31][CH2:32][O:33][CH2:34][CH2:35][O:36][CH2:37][CH2:38][O:39][CH2:40][CH2:41][C:42]([OH:44])=[O:43]. Procedure: To a stirred solution of 3 (160 mg, 0.157 mmol) in anhydrous DCM (2 mL) under nitrogen atmosphere was added TFA (2 mL). The reaction mixture was stirred for 2 hours at room temperature and evaporated to dryness. The residue was redissolved in dry DCM (2 ml) and again treated with TFA (2 mL) for 2 hours. This process was repeated once more. Finally, the reaction mixture was evaporated to dryness and co-evaporated twice with DCM furnishing the deprotected product 4 in quantitative yield.